From a dataset of the Open Reaction Database (ORD), a public repository of structured organic reaction records. describe an organic reaction: reactants, conditions, products, and yield Reactants: N[C@@H](CCCCN)C(=O)O (Lys), N[C@@H](CC(O)=O)C(=O)O (Asp), N[C@@H](CCC(O)=O)C(=O)O (Glu). Product: N[C@@H](CC(N)=O)C(=O)O (Asn). RXN SMILES: [NH2:1][C@H](C(O)=O)CCCCN.[NH2:11][C@H:12]([C:17]([OH:19])=[O:18])[CH2:13][C:14](=O)[OH:15].N[C@H](C(O)=O)CCC(=O)O>>[NH2:11][C@H:12]([C:17]([OH:19])=[O:18])[CH2:13][C:14](=[O:15])[NH2:1]. Procedure: N Lys: K Asp: D Glu: E Reactants: CC(C)(C)OC(=O)N1CCC(C(=O)O)CC1, CCN=C=NCCCN(C)C, CN(C)c1ccncc1, ClCCl, Cl, OCc1ccccc1. The product is CC(C)(C)OC(=O)N1CCC(C(=O)OCc2ccccc2)CC1. RXN SMILES: [C:1]([CH3:2])([CH3:3])([CH3:4])[O:5][C:6](=[O:7])[N:8]1[CH2:9][CH2:10][CH:11]([C:12](=[O:13])[OH:14])[CH2:15][CH2:16]1.[CH3:26][N:27]([CH3:28])[CH2:29][CH2:30][CH2:31][N:32]=[C:33]=[N:34][CH2:35][CH3:36].[CH3:40][N:41]([CH3:42])[c:43]1[cH:44][cH:45][n:46][cH:47][cH:48]1.[Cl:37][CH2:38][Cl:39].[ClH:25].[OH:17][CH2:18][c:19]1[cH:20][cH:21][cH:22][cH:23][cH:24]1>>[C:1]([CH3:2])([CH3:3])([CH3:4])[O:5][C:6](=[O:7])[N:8]1[CH2:9][CH2:10][CH:11]([C:12]([O:13][CH2:18][c:19]2[cH:20][cH:21][cH:22][cH:23][cH:24]2)=[O:14])[CH2:15][CH2:16]1. Reactants: ClC1=CC=C(C=C1)C1=NC=2C(=NC=CC2)N1CC(=O)O (2-(4-chlorophenyl)-3H-imidazo[4,5-b]pyridine-3-acetic acid), C(=O)(N1C=NC=C1)N1C=NC=C1 (1,1'-carbonyldiimidazole), C(C)(=O)NCCN (N-acetylethylenediamine). The solvent is O1CCCC1 (tetrahydrofuran), O1CCCC1 (tetrahydrofuran). Run at time 2 hour. Product: O.C(C)(=O)NCCNC(CN1C(=NC=2C1=NC=CC2)C2=CC=C(C=C2)Cl)=O (N-[2-(Acetylamino)ethyl]-2-(4-chlorphenyl)-3H-imidazo[4,5-b]pyridine-3-acetamide hydrate). Isolated yield 17.7%. RXN SMILES: [Cl:1][C:2]1[CH:7]=[CH:6][C:5]([C:8]2[N:16]([CH2:17][C:18]([OH:20])=[O:19])[C:11]3=[N:12][CH:13]=[CH:14][CH:15]=[C:10]3[N:9]=2)=[CH:4][CH:3]=1.C(N1C=CN=C1)(N1C=CN=C1)=O.[C:33]([NH:36][CH2:37][CH2:38][NH2:39])(=[O:35])[CH3:34]>O1CCCC1>[OH2:19].[C:33]([NH:36][CH2:37][CH2:38][NH:39][C:18](=[O:20])[CH2:17][N:16]1[C:11]2=[N:12][CH:13]=[CH:14][CH:15]=[C:10]2[N:9]=[C:8]1[C:5]1[CH:4]=[CH:3][C:2]([Cl:1])=[CH:7][CH:6]=1)(=[O:35])[CH3:34] |f:4.5|. Procedure details: A suspension of 2-(4-chlorophenyl)-3H-imidazo[4,5-b]pyridine-3-acetic acid (5.0 g, 0.0174 mole), 1,1'-carbonyldiimidazole (2.82 g, 0.0174 mole) and dry tetrahydrofuran (100 ml) was stirred at room temperature for two hours with nitrogen bubbling through it. Solid N-acetylethylenediamine (4.44 g, 0.0435 mole) was added as well as 100 ml of tetrahydrofuran. A solid formed. After stirring overnight under nitrogen, the reaction mixture was evaporated to a white solid which was triturated in water (2... Starting materials: FC(F)(F)C1(c2cc(Cl)cc(Cl)c2)CCN(Cc2ccccc2)C1, CC(Cl)OC(=O)Cl, CC(Cl)Cl. Yields the product FC(F)(F)C1(c2cc(Cl)cc(Cl)c2)CCNC1. Reaction SMILES: [CH2:1]([c:2]1[cH:3][cH:4][cH:5][cH:6][cH:7]1)[N:8]1[CH2:9][C:10]([C:13]([F:14])([F:15])[F:16])([c:17]2[cH:18][c:19]([Cl:24])[cH:20][c:21]([Cl:23])[cH:22]2)[CH2:11][CH2:12]1.[Cl:25][C:26]([O:27][CH:28]([Cl:29])[CH3:30])=[O:31].[Cl:32][CH:33]([Cl:34])[CH3:35]>>[NH:8]1[CH2:9][C:10]([C:13]([F:14])([F:15])[F:16])([c:17]2[cH:18][c:19]([Cl:24])[cH:20][c:21]([Cl:23])[cH:22]2)[CH2:11][CH2:12]1.